From a dataset of the Open Reaction Database (ORD), a public repository of structured organic reaction records. describe an organic reaction: reactants, conditions, products, and yield Reactants: CC(=O)OI1(C=2C=CC=CC2C(=O)O1)(OC(=O)C)OC(=O)C (Dess-Martin periodinane), ClCCl (dichloromethane), C1(=CC=CC=C1)S(=O)(=O)N1C(=CC=2C1=NC=C(C2)C2OC(OC2)(C)C)C(CC2CCCC2)O (1-[1-benzenesulfonyl-5-(2,2-dimethyl-[1,3]dioxolan-4-yl)-1H-pyrrolo[2,3-b]pyridin-2-yl]-2-cyclopentyl-ethanol). Conditions: time 1 hour. Product: C1(=CC=CC=C1)S(=O)(=O)N1C(=CC=2C1=NC=C(C2)C2OC(OC2)(C)C)C(CC2CCCC2)=O (1-[1-benzenesulfonyl-5-(2,2-dimethyl-[1,3]dioxolan-4-yl)-1H-pyrrolo[2,3-b]pyridin-2-yl]-2-cyclopentyl-ethanone). Isolated yield 98.5%. RXN SMILES: CC(OI1(OC(C)=O)(OC(C)=O)OC(=O)C2C=CC=CC1=2)=O.ClCCl.[C:26]1([S:32]([N:35]2[C:39]3=[N:40][CH:41]=[C:42]([CH:44]4[CH2:48][O:47][C:46]([CH3:50])([CH3:49])[O:45]4)[CH:43]=[C:38]3[CH:37]=[C:36]2[CH:51]([OH:58])[CH2:52][CH:53]2[CH2:57][CH2:56][CH2:55][CH2:54]2)(=[O:34])=[O:33])[CH:31]=[CH:30][CH:29]=[CH:28][CH:27]=1>>[C:26]1([S:32]([N:35]2[C:39]3=[N:40][CH:41]=[C:42]([CH:44]4[CH2:48][O:47][C:46]([CH3:49])([CH3:50])[O:45]4)[CH:43]=[C:38]3[CH:37]=[C:36]2[C:51](=[O:58])[CH2:52][CH:53]2[CH2:57][CH2:56][CH2:55][CH2:54]2)(=[O:34])=[O:33])[CH:27]=[CH:28][CH:29]=[CH:30][CH:31]=1. Procedure: A Dess-Martin periodinane solution in dichloromethane (0.3 M, 9 mL, 2.7 mmol) was added to 1-[1-benzenesulfonyl-5-(2,2-dimethyl-[1,3]dioxolan-4-yl)-1H-pyrrolo[2,3-b]pyridin-2-yl]-2-cyclopentyl-ethanol (610 mg, 1.3 mmol) at 25° C. and then stirred for 1 h. The reaction was quenched with saturated aqueous sodium bicarbonate. The mixture was extracted with ethyl acetate, washed with a saturated aqueous sodium bicarbonate solution (3×20 mL), brine, dried over anhydrous sodium sulfate and concentrate... Reactants: FC(C=1C=C(C=CC1)C(CC)=O)(F)F (1-[3-(trifluoromethyl)phenyl]propan-1-one), BrBr (bromine), NC(CN1N=CC(=C1)C(=O)OCC)=S (ethyl 1-(2-amino-2-thioxoethyl)-1H-pyrazole-4-carboxylate), S(=S)(=O)([O-])[O-].[Na+].[Na+] (sodium thiosulfate). Solvent: C(C)OCC (diethyl ether). Conditions: time 8 hour. Product: CC1=C(N=C(S1)CN1N=CC(=C1)C(=O)OCC)C1=CC(=CC=C1)C(F)(F)F (ethyl 1-({5-methyl-4-[3-(trifluoromethyl)phenyl]-1,3-thiazol-2-yl}methyl)-1H-pyrazole-4-carboxylate). Isolated yield 34.5%. RXN SMILES: [F:1][C:2]([F:14])([F:13])[C:3]1[CH:4]=[C:5]([C:9](=O)[CH2:10][CH3:11])[CH:6]=[CH:7][CH:8]=1.BrBr.S([O-])([O-])(=O)=S.[Na+].[Na+].[NH2:24][C:25](=[S:37])[CH2:26][N:27]1[CH:31]=[C:30]([C:32]([O:34][CH2:35][CH3:36])=[O:33])[CH:29]=[N:28]1>C(OCC)C>[CH3:11][C:10]1[S:37][C:25]([CH2:26][N:27]2[CH:31]=[C:30]([C:32]([O:34][CH2:35][CH3:36])=[O:33])[CH:29]=[N:28]2)=[N:24][C:9]=1[C:5]1[CH:6]=[CH:7][CH:8]=[C:3]([C:2]([F:14])([F:13])[F:1])[CH:4]=1 |f:2.3.4|. Reported procedure: Under a nitrogen atmosphere, to a solution (10 mL) of 1-[3-(trifluoromethyl)phenyl]propan-1-one (1.0 g, 4.95 mmol) in diethyl ether was added bromine (0.15 mL, 5.94 mmol) at 0° C., and the mixture was stirred at room temperature overnight. An aqueous sodium thiosulfate solution was added to the reaction mixture, and the mixture was extracted with ethyl acetate. The obtained organic layer was washed with saturated brine, and dried over anhydrous sodium sulfate. The solvent was evaporated under re... Starting materials: C(C)(=O)N[C@]1(CNC[C@@H]1CCCB1OC(C(O1)(C)C)(C)C)C(=O)NC(C)(C)C ((3R,4S)-3-acetamido-N-tert-butyl-4-(3-(4,4,5,5-tetramethyl-1,3,2-dioxaborolan-2-yl)propyl)pyrrolidine-3-carboxamide), C(=O)(OCC1=CC=CC=C1)N1CCC(CC1)=O (N-CBZ-piperidine-4-one), S(=O)(=O)([O-])[O-].[Na+].[Na+] (sodium sulfate), C(C)(=O)O (acetic acid), C(C)(=O)O[BH-](OC(C)=O)OC(C)=O.[Na+] (sodium triacetoxyborohydride), C([O-])([O-])=O.[Na+].[Na+] (sodium carbonate). Run in ClCCCl (1,2-dichloroethane). Run at temperature 40 celsius, time 2.5 hour. The product is N[C@]1(CN(C[C@@H]1CCCB(O)O)C1CCNCC1)C(=O)O ((3R,4S)-3-amino-4-(3-boronopropyl)-1-(piperidin-4-yl)pyrrolidine-3-carboxylic acid). The yield is 97.6%. RXN SMILES: C([NH:4][C@:5]1([C:22](NC(C)(C)C)=[O:23])[C@@H:9]([CH2:10][CH2:11][CH2:12][B:13]2[O:17]C(C)(C)C(C)(C)[O:14]2)[CH2:8][NH:7][CH2:6]1)(=O)C.C([N:39]1[CH2:44][CH2:43][C:42](=O)[CH2:41][CH2:40]1)(OCC1C=CC=CC=1)=O.S([O-])([O-])(=O)=[O:47].[Na+].[Na+].C(O)(=O)C.C(O[BH-](OC(=O)C)OC(=O)C)(=O)C.[Na+].C(=O)([O-])[O-].[Na+].[Na+]>ClCCCl>[NH2:4][C@:5]1([C:22]([OH:23])=[O:47])[C@@H:9]([CH2:10][CH2:11][CH2:12][B:13]([OH:14])[OH:17])[CH2:8][N:7]([CH:42]2[CH2:43][CH2:44][NH:39][CH2:40][CH2:41]2)[CH2:6]1 |f:2.3.4,6.7,8.9.10|. Reported procedure: A stirred solution of (3R,4S)-3-acetamido-N-tert-butyl-4-(3-(4,4,5,5-tetramethyl-1,3,2-dioxaborolan-2-yl)propyl)pyrrolidine-3-carboxamide (Example 8, step 4) (198 mg, 0.5 mmol) and N-CBZ-piperidine-4-one (0.233 g, 1.0 mmol) in anhydrous 1,2-dichloroethane (5 mL) was treated with anhydrous sodium sulfate (1 g) and glacial acetic acid (30 mg, 0.5 mmol), stirred at 40° C. for 2.5 h, then cooled to room temperature and treated with sodium triacetoxyborohydride (265 mg, 1.25 mmol) and stirred for 18 ... Starting materials: C(C)OCCN1C=C(C2=CC=CC=C12)C1CCNCC1 (1-(2-ethoxyethyl)-3-piperidin-4-yl-1H-indole), [I-].[K+] (potassium iodide), COC(C(C)(C)C1=CC=C(C=C1)C(CCCCl)=O)=O (2-[4-(4-chlorobutyryl)-phenyl]-2-methyl-propionic acid methyl ester), C([O-])([O-])=O.[K+].[K+] (potassium carbonate). Yields the product C(C)OCCN1C=C(C2=CC=CC=C12)C1CCN(CC1)CCCC(=O)C1=CC=C(C=C1)C(C(=O)O)(C)C (2-[4-(4-{4-[1-(2-ethoxy-ethyl)-1H-indol-3-yl]-piperidin-1-yl}-butyryl)-phenyl]-2-methyl-propionic acid). Reaction SMILES: [CH2:1]([O:3][CH2:4][CH2:5][N:6]1[C:14]2[C:9](=[CH:10][CH:11]=[CH:12][CH:13]=2)[C:8]([CH:15]2[CH2:20][CH2:19][NH:18][CH2:17][CH2:16]2)=[CH:7]1)[CH3:2].C[O:22][C:23](=[O:39])[C:24]([C:27]1[CH:32]=[CH:31][C:30]([C:33](=[O:38])[CH2:34][CH2:35][CH2:36]Cl)=[CH:29][CH:28]=1)([CH3:26])[CH3:25].C(=O)([O-])[O-].[K+].[K+].[I-].[K+]>>[CH2:1]([O:3][CH2:4][CH2:5][N:6]1[C:14]2[C:9](=[CH:10][CH:11]=[CH:12][CH:13]=2)[C:8]([CH:15]2[CH2:16][CH2:17][N:18]([CH2:36][CH2:35][CH2:34][C:33]([C:30]3[CH:31]=[CH:32][C:27]([C:24]([CH3:25])([CH3:26])[C:23]([OH:39])=[O:22])=[CH:28][CH:29]=3)=[O:38])[CH2:19][CH2:20]2)=[CH:7]1)[CH3:2] |f:2.3.4,5.6|. Procedure details: This compound was prepared following the procedure described in Example 152 (parts D and E) starting with 0.1 g (0.37 mmol) of 1-(2-ethoxyethyl)-3-piperidin-4-yl-1H-indole, 0.142 g (0.48 mmol) of 2-[4-(4-chlorobutyryl)-phenyl]-2-methyl-propionic acid methyl ester, 0.07 g (0.48 mmol) of potassium carbonate and 0.04 g (0.24 mmol) of potassium iodide. Starting materials: ice water, CC1=C2CCC(C2=C(C(=C1)C)O)=O (2,3-dihydro-4,6dimethyl-7-hydroxy-1H-inden-1-one), [H-].[Na+] (sodium hydride), C(C1=CC=C(C=C1)OC)=O (p-anisaldehyde), Cl (hydrochloric acid). Run in CN(C=O)C (dimethylformamide). Conditions: time 30 minute. Yields the product CC1=C2CC(C(C2=C(C(=C1)C)O)=O)=CC1=CC=C(C=C1)OC (2,3-dihydro-4,6-dimethyl-7-hydroxy-2-(4-methoxybenzylidene)-1H-inden-1-one). RXN SMILES: [CH3:1][C:2]1[CH:10]=[C:9]([CH3:11])[C:8]([OH:12])=[C:7]2[C:3]=1[CH2:4][CH2:5][C:6]2=[O:13].[H-].[Na+].[CH:16](=O)[C:17]1[CH:22]=[CH:21][C:20]([O:23][CH3:24])=[CH:19][CH:18]=1.Cl>CN(C)C=O>[CH3:1][C:2]1[CH:10]=[C:9]([CH3:11])[C:8]([OH:12])=[C:7]2[C:3]=1[CH2:4][C:5](=[CH:16][C:17]1[CH:22]=[CH:21][C:20]([O:23][CH3:24])=[CH:19][CH:18]=1)[C:6]2=[O:13] |f:1.2|. Procedure details: 10 Grams of 2,3-dihydro-4,6dimethyl-7-hydroxy-1H-inden-1-one was dissolved in 200 ml of dimethylformamide, then 5.45 g of 60%-sodium hydride was added gradually thereto and the reaction mixture was stirred at room temperature for 30 minutes. Next, 6.91 ml of p-anisaldehyde was added to the reaction mixture and further stirred at room temperature for 1 hour. The reaction mixture was poured into 500 ml of ice-water, then acidified by adding hydrochloric acid, and the crystals formed were collected... Starting materials: COP(C1=CC=CC=C1)C1=CC=CC=C1 (methoxydiphenylphosphine), CC1=C(C(=O)Cl)C(=CC(=C1)C)C (2,4,6-trimethylbenzoyl chloride). Run in petroleum ether, CCOCC (ether). Conditions: temperature 50 celsius, time 4.5 hour. Product: CC1=C(C(=O)P(C2=CC=CC=C2)(C2=CC=CC=C2)=O)C(=CC(=C1)C)C (2,4,6-Trimethylbenzoyl-diphenylphosphine oxide). RXN SMILES: C[O:2][P:3]([C:10]1[CH:15]=[CH:14][CH:13]=[CH:12][CH:11]=1)[C:4]1[CH:9]=[CH:8][CH:7]=[CH:6][CH:5]=1.[CH3:16][C:17]1[CH:25]=[C:24]([CH3:26])[CH:23]=[C:22]([CH3:27])[C:18]=1[C:19](Cl)=[O:20]>CCOCC>[CH3:16][C:17]1[CH:25]=[C:24]([CH3:26])[CH:23]=[C:22]([CH3:27])[C:18]=1[C:19]([P:3](=[O:2])([C:10]1[CH:15]=[CH:14][CH:13]=[CH:12][CH:11]=1)[C:4]1[CH:9]=[CH:8][CH:7]=[CH:6][CH:5]=1)=[O:20]. Procedure: 648 parts of methoxydiphenylphosphine are added slowly to 547.5 parts of 2,4,6-trimethylbenzoyl chloride at 50°-95° C. in a stirred apparatus equipped with a reflux condenser and dropping funnel. The mixture is then stirred for 4-5 hours at 50° C., the contents of the flask are dissolved in ether at 30° C., and petroleum ether is added until the mixture starts to turn cloudy. On cooling, 910 parts (87% of theory) of 2,4,6-trimethylbenzoyl-diphenylphosphine oxide crystallize. Pale yellow crystals...